This data is from the Open Reaction Database (ORD), a public repository of structured organic reaction records. The task is: describe an organic reaction: reactants, conditions, products, and yield The reactants are ClC1=C(C(=O)O)C=CC=N1 (2-Chloronicotinic acid), [Na] (sodium). Solvent: C(CCC)O (butanol). Product: C(CCC)OC1=C(C(=O)O)C=CC=N1 (2-Butoxynicotinic Acid). Isolated yield 192.0%. As a reaction SMILES: Cl[C:2]1[N:10]=[CH:9][CH:8]=[CH:7][C:3]=1[C:4]([OH:6])=[O:5].[Na]>C(O)CCC>[CH2:4]([O:5][C:2]1[N:10]=[CH:9][CH:8]=[CH:7][C:3]=1[C:4]([OH:6])=[O:5])[CH2:3][CH2:7][CH3:8] |^1:10|. Reported procedure: 2-Chloronicotinic acid (10.0 g, 63.5 mmol) was added to a solution of sodium (3 g, 130 mmol) in butanol (100 ml) at 80° C., and the resulting mixture heated under reflux for 4 hours. The reaction was allowed to cool, and partitioned between EtOAc and 2M HCl (to give pH 3-4), and the layers separated. The organic phase was washed with brine, concentrated under reduced pressure, redissolved in EtOAc, dried (MgSO4), filtered and evaporated under reduced pressure, to give the desired product as a so... The reactants are COC(=O)CCCSc1c2c(=O)n(C)c(=O)n(CC(C)C)c2cn1Cc1cccc2ccccc12, Cl, [Li+], [OH-]. Product: CC(C)Cn1c(=O)n(C)c(=O)c2c(SCCCC(=O)O)n(Cc3cccc4ccccc34)cc21. RXN SMILES: [CH3:1][n:2]1[c:3](=[O:35])[n:4]([CH2:31][CH:32]([CH3:33])[CH3:34])[c:5]2[c:6]([c:7]1=[O:8])[c:9]([S:23][CH2:24][CH2:25][CH2:26][C:27](=[O:28])[O:29][CH3:30])[n:10]([CH2:12][c:13]1[cH:14][cH:15][cH:16][c:17]3[cH:18][cH:19][cH:20][cH:21][c:22]13)[cH:11]2.[ClH:36].[Li+:37].[OH-:38]>>[CH3:1][n:2]1[c:3](=[O:35])[n:4]([CH2:31][CH:32]([CH3:33])[CH3:34])[c:5]2[c:6]([c:7]1=[O:8])[c:9]([S:23][CH2:24][CH2:25][CH2:26][C:27](=[O:28])[OH:29])[n:10]([CH2:12][c:13]1[cH:14][cH:15][cH:16][c:17]3[cH:18][cH:19][cH:20][cH:21][c:22]13)[cH:11]2.